Dataset: the Open Reaction Database (ORD), a public repository of structured organic reaction records. Task: describe an organic reaction: reactants, conditions, products, and yield The reactants are Cl (HCl), O1CCOCC1 (dioxane), C(C)[Si](O[C@@H](CCC(C(=O)OC)C(=O)OC)C(=O)OCC)(CC)CC ((S)-4-ethyl 1,1-dimethyl 4-(triethylsilyloxy)butane-1,1,4-tricarboxylate), O1CCC(CC1)NC(=N)N (1-(tetrahydro-2H-pyran-4-yl)guanidine), CC[O-].[Na+] (NaOEt). Solvent: CCO (EtOH). Conditions: time 8 hour. Product: C(C)OC([C@H](CCC=1C(=NC(=NC1O)NC1CCOCC1)O)O)=O ((S)-ethyl-4-(4,6-dihydroxy-2-(tetrahydro-2H-pyran-4-ylamino) pyrimidin-5-yl)-2-hydroxybutanoate). Yield: 38.7%. As a reaction SMILES: C([Si](CC)(CC)[O:4][C@H:5]([C:17]([O:19][CH2:20][CH3:21])=[O:18])[CH2:6][CH2:7][CH:8]([C:13]([O:15]C)=O)[C:9]([O:11]C)=O)C.[O:26]1[CH2:31][CH2:30][CH:29]([NH:32][C:33]([NH2:35])=[NH:34])[CH2:28][CH2:27]1.CC[O-].[Na+].Cl.O1CCOCC1>CCO>[CH2:20]([O:19][C:17](=[O:18])[C@@H:5]([OH:4])[CH2:6][CH2:7][C:8]1[C:9]([OH:11])=[N:34][C:33]([NH:32][CH:29]2[CH2:30][CH2:31][O:26][CH2:27][CH2:28]2)=[N:35][C:13]=1[OH:15])[CH3:21] |f:2.3|. Reported procedure: A solution of 398 (3.75 g, 9.46 mmol), 24 (1.63 g, 11.4 mmol), EtOH (30 mL) and NaOEt (3.86 g, 11.4 mmol) was heated to 85° C. and stirred overnight. The reaction was cooled to RT and quenched reaction by addition of 4N HCl in dioxane (2.37 mL, 9.46 mmol) and the solution concentrated. The crude product was purified by reverse phase chromatography (Biotage 40 M C18 using a C18 samplet loaded using water) eluting with a MeCH/H2O chromatography (0-60% MeCN) over 30 column volumes to afford 1.25 g ...